From a dataset of the Open Reaction Database (ORD), a public repository of structured organic reaction records. describe an organic reaction: reactants, conditions, products, and yield Starting materials: CC=1N=C(C2=C(N1)N(C(C=C2O)=O)CC2=CC=C(C=C2)C2=C(C=CC=C2)C2=NN=NN2C(C)(C)C)C (2,4-dimethyl-5-hydroxy-8-[2'-(1-tert-butyl-1H-tetrazol-5-yl)biphenyl-4-ylmethyl]-8H-pyrido[2,3-d]pyrimidin-7-one), CS(=O)(=O)O (methanesulfonic acid), [OH-].[K+] (KOH). Solvent: C1(=CC=CC=C1)C (toluene). The product is O.CC=1N=C(C2=C(N1)N(C(C=C2O)=O)CC2=CC=C(C=C2)C2=C(C=CC=C2)C2=NN=NN2)C.O.O.CC=2N=C(C1=C(N2)N(C(C=C1O)=O)CC1=CC=C(C=C1)C1=C(C=CC=C1)C1=NN=NN1)C (2,4-Dimethyl-5-hydroxy-8-[2'-(1H-tetrazol-5-yl)biphenyl-4-ylmethyl]-8H-pyrido[2,3-d]pyrimidin-7-one Sesquihydrate). Yield: 52.0%. Reaction SMILES: [CH3:1][C:2]1[N:3]=[C:4]([CH3:36])[C:5]2[C:11]([OH:12])=[CH:10][C:9](=[O:13])[N:8]([CH2:14][C:15]3[CH:20]=[CH:19][C:18]([C:21]4[CH:26]=[CH:25][CH:24]=[CH:23][C:22]=4[C:27]4[N:31](C(C)(C)C)[N:30]=[N:29][N:28]=4)=[CH:17][CH:16]=3)[C:6]=2[N:7]=1.CS(O)(=O)=[O:39].[OH-:42].[K+]>C1(C)C=CC=CC=1>[OH2:12].[CH3:1][C:2]1[N:3]=[C:4]([CH3:36])[C:5]2[C:11]([OH:12])=[CH:10][C:9](=[O:13])[N:8]([CH2:14][C:15]3[CH:16]=[CH:17][C:18]([C:21]4[CH:26]=[CH:25][CH:24]=[CH:23][C:22]=4[C:27]4[NH:28][N:29]=[N:30][N:31]=4)=[CH:19][CH:20]=3)[C:6]=2[N:7]=1.[OH2:39].[OH2:42].[CH3:1][C:2]1[N:3]=[C:4]([CH3:36])[C:5]2[C:11]([OH:12])=[CH:10][C:9](=[O:13])[N:8]([CH2:14][C:15]3[CH:16]=[CH:17][C:18]([C:21]4[CH:26]=[CH:25][CH:24]=[CH:23][C:22]=4[C:27]4[NH:28][N:29]=[N:30][N:31]=4)=[CH:19][CH:20]=3)[C:6]=2[N:7]=1 |f:2.3,5.6.7.8.9|. Procedure: A mixture of 2,4-dimethyl-5-hydroxy-8-[2'-(1-tert-butyl-1H-tetrazol-5-yl)biphenyl-4-ylmethyl]-8H-pyrido[2,3-d]pyrimidin-7-one (925 mg, 1.92 mmol), methanesulfonic acid (1.84 g, 19.2 mmol), and toluene (10 mL) was heated under reflux for 28 h. 1N KOH (25 mL) was added and the mixture was extracted twice with EtOAC (discarded). The aqueous phase was acidified to pH 4 with 1N HCl and the precipitate (560 mg) was collected by filtration. Recrystallizationfrom EtOH/water gave 424 mg (52%) of product ... Conditions: temperature 130 celsius. Reaction SMILES: Cl[C:2]1[CH:7]=[CH:6][C:5]([N+:8]([O-:10])=[O:9])=[CH:4][C:3]=1[O:11][CH3:12].[CH3:13][NH:14][C@H:15]1[CH2:19][CH2:18][NH:17][CH2:16]1>>[CH3:12][O:11][C:3]1[CH:4]=[C:5]([N+:8]([O-:10])=[O:9])[CH:6]=[CH:7][C:2]=1[N:17]1[CH2:18][CH2:19][C@H:15]([NH:14][CH3:13])[CH2:16]1. The product is COC1=C(C=CC(=C1)[N+](=O)[O-])N1C[C@H](CC1)NC ((S)-1-(2-Methoxy-4-nitrophenyl)-N-methylpyrrolidin-3-amine). Procedure details: A mixture of 1-chloro-2-methoxy-4-nitrobenzene (200 mg, 1.066 mmol) and (S)—N-methylpyrrolidin-3-amine (153 mg, 1.528 mmol) was heated at 130° C. in a sealed tube for 5 h. After cooling down to room temperature, the obtained black solid product (Example 41A) was used for next step without further purification. LCMS (ES): m/z 252.3 [M+H]+. The reactants are ClC1=C(C=C(C=C1)[N+](=O)[O-])OC (1-chloro-2-methoxy-4-nitrobenzene), CN[C@@H]1CNCC1 ((S)—N-methylpyrrolidin-3-amine).